This data is from the Open Reaction Database (ORD), a public repository of structured organic reaction records. The task is: describe an organic reaction: reactants, conditions, products, and yield Yields the product Cn1nc(-c2c(F)cccc2Cl)nc1-c1ccc(COc2ccc(C(F)(F)F)cc2Cl)c(Cl)c1. Reaction SMILES: [Br:24][CH2:25][c:26]1[c:27]([Cl:46])[cH:28][c:29](-[c:32]2[n:33][c:34](-[c:38]3[c:39]([Cl:45])[cH:40][cH:41][cH:42][c:43]3[F:44])[n:35][n:36]2[CH3:37])[cH:30][cH:31]1.[C:18](=[O:19])([O-:20])[O-:21].[CH3:1][N:2]([CH3:3])[CH:4]=[O:5].[Cl:6][c:7]1[c:8]([OH:17])[cH:9][cH:10][c:11]([C:13]([F:14])([F:15])[F:16])[cH:12]1.[K+:22].[K+:23].[OH2:47]>>[Cl:6][c:7]1[c:8]([O:17][CH2:25][c:26]2[c:27]([Cl:46])[cH:28][c:29](-[c:32]3[n:33][c:34](-[c:38]4[c:39]([Cl:45])[cH:40][cH:41][cH:42][c:43]4[F:44])[n:35][n:36]3[CH3:37])[cH:30][cH:31]2)[cH:9][cH:10][c:11]([C:13]([F:14])([F:15])[F:16])[cH:12]1. Reactants: Cn1nc(-c2c(F)cccc2Cl)nc1-c1ccc(CBr)c(Cl)c1, O=C([O-])[O-], CN(C)C=O, Oc1ccc(C(F)(F)F)cc1Cl, [K+], [K+], O. Procedure details: 4-Ethyl-2-nitroaniline 1.00 g, ethyl 6-(1,3-dioxolan-2-yl)-4-oxohexanoate 1.38 g, p-toluenesulfonic acid monohydride 114 mg and toluene 150 mL were mixed and heated under reflux for 70 hours with Dean-Stark device, and thereafter the solvent was distilled off under reduced pressure. The residue was subjected to silica gel chromatography (chloroform) to provide 1.29 g of a brown, viscous substance, to which 20 mL of acetic acid and 8 mL of water were added, followed by addition of 2.35 g of sodiu... Starting materials: ClC(Cl)(OC(OC(Cl)(Cl)Cl)=O)Cl (triphosgene), [O-]S(=O)(=S)[O-].[Na+].[Na+] (sodium hyposulfite), C(C)C1=CC(=C(N)C=C1)[N+](=O)[O-] (4-Ethyl-2-nitroaniline), O1C(OCC1)CCC(CCC(=O)OCC)=O (ethyl 6-(1,3-dioxolan-2-yl)-4-oxohexanoate), C1(=CC=C(C=C1)S(=O)=O)C (p-toluenesulfonic acid monohydride), ice, N (ammonia). Yield: 147.8%. The solvent is C1(=CC=CC=C1)C (toluene), C1(=CC=CC=C1)C (toluene), O (water), C(C)(=O)O (acetic acid). As a reaction SMILES: [CH2:1]([C:3]1[CH:9]=[CH:8][C:6]([NH2:7])=[C:5]([N+:10]([O-])=O)[CH:4]=1)[CH3:2].O1CCO[CH:14]1[CH2:18][CH2:19][C:20](=O)[CH2:21][CH2:22][C:23]([O:25][CH2:26][CH3:27])=[O:24].C1(C)C=CC(S(=O)=O)=CC=1.[O-]S([O-])(=S)=O.[Na+].[Na+].N.Cl[C:48](Cl)([O:50]C(=O)OC(Cl)(Cl)Cl)Cl>C1(C)C=CC=CC=1.O.C(O)(=O)C>[CH2:1]([C:3]1[CH:4]=[C:5]2[C:6](=[CH:8][CH:9]=1)[N:7]1[C:20]([CH2:21][CH2:22][C:23]([O:25][CH2:26][CH3:27])=[O:24])=[CH:19][CH:18]=[C:14]1[C:48](=[O:50])[NH:10]2)[CH3:2] |f:3.4.5|. Product: C(C)C=1C=C2NC(C=3N(C2=CC1)C(=CC3)CCC(=O)OCC)=O (Ethyl 3-(7-ethyl-4-oxo-4,5-dihydropyrrolo[1,2-a]quinoxalin-1-yl)propanoate).